Dataset: the Open Reaction Database (ORD), a public repository of structured organic reaction records. Task: describe an organic reaction: reactants, conditions, products, and yield Procedure details: 3-Bromo-5-iodo-phenol (8.48 g, 28.37 mmol) was dissolved in DMF (50 mL) under dry argon and cooled to 0° C. Then potassium carbonate (3.92 g, 28.37 mmol) was added, followed by drop wise addition of 4-methoxybenzyl chloride (3.7 mL, 27.0 mmol). The mixture was slowly warmed to room temperature and stirred for 20 h. Additional 4-methoxybenzyl chloride (0.19 mL, 1.4 mmol) was added and the mixture was stirred for additional 24 h at room temperature. The reaction mixture was diluted with tert-butyl... Solvent: C(C)(C)(C)OC (tert-butylmethyl ether), O (water), CN(C)C=O (DMF). RXN SMILES: [Br:1][C:2]1[CH:3]=[C:4]([OH:9])[CH:5]=[C:6]([I:8])[CH:7]=1.C(=O)([O-])[O-].[K+].[K+].[CH3:16][O:17][C:18]1[CH:25]=[CH:24][C:21]([CH2:22]Cl)=[CH:20][CH:19]=1>CN(C=O)C.C(OC)(C)(C)C.O.COC1C=CC(CCl)=CC=1>[Br:1][C:2]1[CH:3]=[C:4]([O:9][CH2:22][C:21]2[CH:24]=[CH:25][C:18]([O:17][CH3:16])=[CH:19][CH:20]=2)[CH:5]=[C:6]([I:8])[CH:7]=1 |f:1.2.3|. Reagents/catalysts: COC1=CC=C(CCl)C=C1 (4-methoxybenzyl chloride). Reactants: C([O-])([O-])=O.[K+].[K+] (potassium carbonate), BrC=1C=C(C=C(C1)I)O (3-Bromo-5-iodo-phenol), COC1=CC=C(CCl)C=C1 (4-methoxybenzyl chloride). Isolated yield 77.8%. The product is BrC1=CC(=CC(=C1)OCC1=CC=C(C=C1)OC)I (1-Bromo-3-iodo-5-(4-methoxy-benzyloxy)-benzene). Conditions: temperature 0 celsius, time 20 hour. Starting materials: N1CCC(CC1)C1=C2CC(NC2=CC=C1)=O (4-Piperidin-4-yl-1,3-dihydroindol-2-one), C(C)OC(=O)C=1NC(=C2CCCCC12)C=O (3-formyl-4,5,6,7-tetrahydro-2H-isoindole-1-carboxylic acid ethyl ester). Yields the product C(C)OC(=O)C=1NC(=C2CCCCC12)C=C1C(NC2=CC=CC(=C12)C1CCNCC1)=O (3-(2-Oxo-4-piperidin-4-yl-1,2-dihydroindol-3-ylidenemethyl)-4,5,6,7-tetrahydro-2H-isoindole-1-carboxylic Acid Ethyl Ester). Reaction SMILES: [NH:1]1[CH2:6][CH2:5][CH:4]([C:7]2[CH:15]=[CH:14][CH:13]=[C:12]3[C:8]=2[CH2:9][C:10](=[O:16])[NH:11]3)[CH2:3][CH2:2]1.[CH2:17]([O:19][C:20]([C:22]1[NH:23][C:24]([CH:31]=O)=[C:25]2[C:30]=1[CH2:29][CH2:28][CH2:27][CH2:26]2)=[O:21])[CH3:18]>>[CH2:17]([O:19][C:20]([C:22]1[NH:23][C:24]([CH:31]=[C:9]2[C:8]3[C:12](=[CH:13][CH:14]=[CH:15][C:7]=3[CH:4]3[CH2:3][CH2:2][NH:1][CH2:6][CH2:5]3)[NH:11][C:10]2=[O:16])=[C:25]2[C:30]=1[CH2:29][CH2:28][CH2:27][CH2:26]2)=[O:21])[CH3:18]. Procedure: 4-Piperidin-4-yl-1,3-dihydroindol-2-one (45 mg, 0.2 mmol) was condensed with 3-formyl-4,5,6,7-tetrahydro-2H-isoindole-1-carboxylic acid ethyl ester (48 mg, 0.23 mmol) to give the title compound. The reactants are C1(CC1)N1C=C(C(C2=C(C=C(C(=C12)F)F)N)=O)C(=O)O (1-Cyclopropyl-5-amino-7,8-difluoro-1,4-dihydro-4-oxoquinoline-3-carboxylic acid), N1CCC(CC1)O (4-piperidinol), [H-].[Na+] (sodium hydride). Yields the product N1CCC(CC1)OC1=CC(=C2C(C(=CN(C2=C1F)C1CC1)C(=O)O)=O)N (7-(4-Piperidyloxy)-1-cyclopropyl-5-amino-8-fluoro-1,4-dihydro-4-oxoquinoline-3-carboxylic acid). As a reaction SMILES: [CH:1]1([N:4]2[C:13]3[C:8](=[C:9]([NH2:16])[CH:10]=[C:11](F)[C:12]=3[F:14])[C:7](=[O:17])[C:6]([C:18]([OH:20])=[O:19])=[CH:5]2)[CH2:3][CH2:2]1.[NH:21]1[CH2:26][CH2:25][CH:24]([OH:27])[CH2:23][CH2:22]1.[H-].[Na+]>>[NH:21]1[CH2:26][CH2:25][CH:24]([O:27][C:11]2[C:12]([F:14])=[C:13]3[C:8]([C:7](=[O:17])[C:6]([C:18]([OH:20])=[O:19])=[CH:5][N:4]3[CH:1]3[CH2:3][CH2:2]3)=[C:9]([NH2:16])[CH:10]=2)[CH2:23][CH2:22]1 |f:2.3|. Procedure details: 1-Cyclopropyl-5-amino-7,8-difluoro-1,4-dihydro-4-oxoquinoline-3-carboxylic acid, 4-piperidinol and sodium hydride were reacted and treated in a similar manner to Example 9, whereby the title compound was obtained as colorless powder. Starting materials: C(C1=CC=CC=C1)ON1C(C2=CC=CC=3C2=C(C1=O)C=C(C3Br)OC)=O (2-Benzyloxy-6-bromo-5-methoxy-benzo[de]isoquinoline-1,3-dione), N1CCCC1 (pyrrolidine), C1CCC2=NCCCN2CC1 (DBU). Product: C(C1=CC=CC=C1)ON1C(C2=CC=CC=3C2=C(C1=O)C=C(C3N3CCCC3)OC)=O (2-benzyloxy-5-methoxy-6-(pyrrolidin-1-yl)-benzo[de]isoquinoline-1,3-dione). As a reaction SMILES: [CH2:1]([O:8][N:9]1[C:18](=[O:19])[C:17]2[CH:20]=[C:21]([O:24][CH3:25])[C:22](Br)=[C:15]3[C:16]=2[C:11](=[CH:12][CH:13]=[CH:14]3)[C:10]1=[O:26])[C:2]1[CH:7]=[CH:6][CH:5]=[CH:4][CH:3]=1.[NH:27]1[CH2:31][CH2:30][CH2:29][CH2:28]1.C1CCN2C(=NCCC2)CC1>>[CH2:1]([O:8][N:9]1[C:18](=[O:19])[C:17]2[CH:20]=[C:21]([O:24][CH3:25])[C:22]([N:27]3[CH2:31][CH2:30][CH2:29][CH2:28]3)=[C:15]3[C:16]=2[C:11](=[CH:12][CH:13]=[CH:14]3)[C:10]1=[O:26])[C:2]1[CH:7]=[CH:6][CH:5]=[CH:4][CH:3]=1. Reported procedure: 2-Benzyloxy-6-bromo-5-methoxy-benzo[de]isoquinoline-1,3-dione (0.5 g, 1.2 mmol, from Example Z) was reacted with pyrrolidine (3.0 mL) in the presence of DBU (0.05 mL) following the procedure of Example 18 to give 0.44 g of 2-benzyloxy-5-methoxy-6-(pyrrolidin-1-yl)-benzo[de]isoquinoline-1,3-dione. Hydrogenation of 2-benzyloxy-5-methoxy-6-(pyrrolidin-1-yl)-benzo[de]isoquinoline-1,3-dione (0.44 g, 1.08 mmol) in the presence of 10% Pd/C (0.2 g) in DMA (30 mL) afforded 0.2 g of the title compound, mp... Procedure details: A solution of (E)-4-ethoxy-3-(1-methyl-7-oxo-3-n-propyl-1,6-dihydro-7H-pyrazolo[4,3-d]pyrimidin-5-yl)cinnamonitrile (0.25 g, 0.00064 mol) in glacial acetic acid (25 ml) was stirred with Raney nickel catalyst (25 mg) under hydrogen at room temperature and at 50 p.s.i. for 3 hours. The resulting mixture was filtered and the filtrate evaporated under vacuum. The residue was partitioned between saturated aqueous sodium carbonate solution (50 ml) and dichloromethane (30 ml), the layers separated and ... Run in C(C)(=O)O (acetic acid). Yield: 40.6%. Reaction conditions: time 3 hour. Reagents/catalysts: [Ni] (Raney nickel). RXN SMILES: [CH2:1]([O:3][C:4]1[CH:13]=[CH:12][C:7](/[CH:8]=[CH:9]/[C:10]#[N:11])=[CH:6][C:5]=1[C:14]1[NH:15][C:16](=[O:27])[C:17]2[N:22]([CH3:23])[N:21]=[C:20]([CH2:24][CH2:25][CH3:26])[C:18]=2[N:19]=1)[CH3:2]>C(O)(=O)C.[Ni]>[NH2:11][CH2:10][CH2:9][CH2:8][C:7]1[CH:12]=[CH:13][C:4]([O:3][CH2:1][CH3:2])=[C:5]([C:14]2[NH:15][C:16](=[O:27])[C:17]3[N:22]([CH3:23])[N:21]=[C:20]([CH2:24][CH2:25][CH3:26])[C:18]=3[N:19]=2)[CH:6]=1. Yields the product NCCCC=1C=CC(=C(C1)C=1NC(C2=C(N1)C(=NN2C)CCC)=O)OCC (5-[5-(3-Aminopropyl)-2-ethoxyphenyl]-1-methyl-3-n-propyl-1,6-dihydro-7H-pyrazolo[4,3-d]pyrimidin-7-one). The reactants are C(C)OC1=C(C=C(/C=C/C#N)C=C1)C=1NC(C2=C(N1)C(=NN2C)CCC)=O ((E)-4-ethoxy-3-(1-methyl-7-oxo-3-n-propyl-1,6-dihydro-7H-pyrazolo[4,3-d]pyrimidin-5-yl)cinnamonitrile).